This data is from the Open Reaction Database (ORD), a public repository of structured organic reaction records. The task is: describe an organic reaction: reactants, conditions, products, and yield The reactants are N-cyclohexylcarbodiimide-N′-propyloxymethyl polystyrene, ClC=1C=C2C=CC(=CC2=CC1)S(=O)(=O)N[C@@H]1C(N(CC1)[C@H](C(=O)O)C)=O ((2S)-2-((3S)-3-{[(6-chloro-2-naphthyl)sulfonyl]amino}-2-oxopyrrolidin-1-yl)propanoic acid), CC1CNCCO1 (2-methylmorpholine). Solvent: CN(C)C=O (DMF), C(Cl)Cl (DCM), C(C)(C)N(C(C)C)CC (N,N-diisopropylethylamine). Conditions: time 4 day. Product: ClC=1C=C2C=CC(=CC2=CC1)S(=O)(=O)N[C@@H]1C(N(CC1)[C@H](C(=O)N1CC(OCC1)C)C)=O (6-Chloro-N-{(3S)-1-[(1S)-1-methyl-2-(2-methylmorpholin-4-yl)-2-oxoethyl]-2-oxopyrrolidin-3-yl}naphthalene-2-sulfonamide). The yield is 44.9%. RXN SMILES: [Cl:1][C:2]1[CH:3]=[C:4]2[C:9](=[CH:10][CH:11]=1)[CH:8]=[C:7]([S:12]([NH:15][C@H:16]1[CH2:20][CH2:19][N:18]([C@@H:21]([CH3:25])[C:22]([OH:24])=O)[C:17]1=[O:26])(=[O:14])=[O:13])[CH:6]=[CH:5]2.[CH3:27][CH:28]1[O:33][CH2:32][CH2:31][NH:30][CH2:29]1>C(Cl)Cl.CN(C=O)C.C(N(CC)C(C)C)(C)C>[Cl:1][C:2]1[CH:3]=[C:4]2[C:9](=[CH:10][CH:11]=1)[CH:8]=[C:7]([S:12]([NH:15][C@H:16]1[CH2:20][CH2:19][N:18]([C@@H:21]([CH3:25])[C:22]([N:30]3[CH2:31][CH2:32][O:33][CH:28]([CH3:27])[CH2:29]3)=[O:24])[C:17]1=[O:26])(=[O:13])=[O:14])[CH:6]=[CH:5]2. Reported procedure: To polymer N-cyclohexylcarbodiimide-N′-propyloxymethyl polystyrene (0.038 g) in an Alltech™ tube was added a solution of (2S)-2-((3S)-3-{[(6-chloro-2-naphthyl)sulfonyl]amino}-2-oxopyrrolidin-1-yl)propanoic acid (0.007 g) in DCM (0.9 ml) followed by 2-methylmorpholine (0.004 g) in DMF (0.1 ml) and N,N-diisopropylethylamine (0.006 ml). The mixture was shaken at room temperature for 4 days. The tube was drained, the filtrate collected and the resin washed with DCM. The combined DCM solutions were c... The product is CNC(=O)N1C=CC2=CC(=CC=C12)OC1=CC(=NC=C1)NC(=O)N1CCC(CC1)CCCC(=O)OCC (5-(2-(((4-(3-Ethoxycarbonylpropyl)piperidin-1-yl)carbonyl)amino)pyridin-4-yloxy)-1H-indole-1-carboxylic acid methylamide). Reaction SMILES: [NH:1]1[CH2:6][CH2:5][CH:4]([CH2:7][CH2:8][CH2:9][C:10]([O:12][CH2:13][CH3:14])=[O:11])[CH2:3][CH2:2]1.[CH3:15][NH:16][C:17]([N:19]1[C:27]2[C:22](=[CH:23][C:24]([O:28][C:29]3[CH:34]=[CH:33][N:32]=[C:31]([N:35](C(OC4C=CC=CC=4)=O)[C:36](=O)[O:37]C4C=CC=CC=4)[CH:30]=3)=[CH:25][CH:26]=2)[CH:21]=[CH:20]1)=[O:18]>CN(C)C=O>[CH3:15][NH:16][C:17]([N:19]1[C:27]2[C:22](=[CH:23][C:24]([O:28][C:29]3[CH:34]=[CH:33][N:32]=[C:31]([NH:35][C:36]([N:1]4[CH2:6][CH2:5][CH:4]([CH2:7][CH2:8][CH2:9][C:10]([O:12][CH2:13][CH3:14])=[O:11])[CH2:3][CH2:2]4)=[O:37])[CH:30]=3)=[CH:25][CH:26]=2)[CH:21]=[CH:20]1)=[O:18]. Reaction conditions: time 1 hour. Reported procedure: Ethyl 4-(piperidin-4-yl)butyrate (650 mg, 2.0 mmol, Production example 43-2) was suspended in N,N-dimethylformamide (3.35 ml); phenyl N-(4-(1-(methylamino)carbonyl-1H-indol-5-yloxy)-pyridin-2-yl)-N-(phenoxycarbonyl)carbamate (350 mg, 0.67 mmol, Production example 5-2) was added; and the reaction mixture was stirred at room temperature for 1 hour. The reaction mixture was partitioned between ethyl acetate and water. The organic layer was dried over anhydrous magnesium sulfate, concentrated under ... Yield: 80.6%. Reactants: N1CCC(CC1)CCCC(=O)OCC (Ethyl 4-(piperidin-4-yl)butyrate), CNC(=O)N1C=CC2=CC(=CC=C12)OC1=CC(=NC=C1)N(C(OC1=CC=CC=C1)=O)C(=O)OC1=CC=CC=C1 (phenyl N-(4-(1-(methylamino)carbonyl-1H-indol-5-yloxy)-pyridin-2-yl)-N-(phenoxycarbonyl)carbamate). Solvent: CN(C=O)C (N,N-dimethylformamide). Run in C(Cl)(Cl)Cl.CO.C(C)(=O)O (chloroform methanol acetic acid). Reaction SMILES: [C:1]([NH:9][CH:10]([CH2:31][C:32]1[CH:37]=[CH:36][CH:35]=[CH:34][CH:33]=1)[C:11](=[O:30])[CH2:12][CH2:13][N:14]([CH3:29])[C:15]([N:17]1[CH2:28][CH2:27][CH2:26][C@H:18]1[C:19]([O:21]C(C)(C)C)=[O:20])=[O:16])(=[O:8])[C:2]1[CH:7]=[CH:6][CH:5]=[CH:4][CH:3]=1.N1CCC[C@H]1C(O)=O.CO>C(Cl)(Cl)Cl.CO.C(O)(=O)C>[C:1]([NH:9][CH:10]([CH2:31][C:32]1[CH:37]=[CH:36][CH:35]=[CH:34][CH:33]=1)[C:11](=[O:30])[CH2:12][CH2:13][N:14]([CH3:29])[C:15]([N:17]1[CH2:28][CH2:27][CH2:26][C@H:18]1[C:19]([OH:21])=[O:20])=[O:16])(=[O:8])[C:2]1[CH:7]=[CH:6][CH:5]=[CH:4][CH:3]=1 |f:3.4.5|. Starting materials: CO (methanol), t-butyl ester, C(C1=CC=CC=C1)(=O)NC(C(CCN(C(=O)N1[C@H](C(=O)OC(C)(C)C)CCC1)C)=O)CC1=CC=CC=C1 ((±)-1-[[[4-(Benzoylamino)-3-oxo-5-phenylpentyl]-methylamino]carbonyl]-L-proline, 1,1-dimethylethyl ester), N1[C@H](C(=O)O)CCC1 (L-proline). Reported procedure: The t-butyl ester product from part (d) (300 mg.) is treated for 1.5 hours with 3 ml. of trifluoroacetic acid, concentrated in vacuo and triturated to a solid with ether/hexane to give 250 mg. of (±)-1-[[[4-benzoylamino)-3-oxo-5-phenylpentyl]methylamino]carbonyl]-L-proline; m.p. 38°-68°; [α]D23 =-9.16° (c=1.2, methanol); Rf =0.71 [silica gel, chloroform:methanol:acetic acid (9:0.5:0.5)]. The product is C(C1=CC=CC=C1)(=O)NC(C(CCN(C(=O)N1[C@H](C(=O)O)CCC1)C)=O)CC1=CC=CC=C1 ((±)-1-[[[4-(Benzoylamino)-3-oxo-5-phenylpentyl]-methylamino]carbonyl]-L-proline). The reactants are O=CC1CCC(F)(F)CC1COCc1ccccc1, C1CCOC1, CCOC(=O)Cc1ccc(SC)cc1, [Li]CCCC, CC(C)NC(C)C, [Cl-], [NH4+]. The product is CCOC(=O)C(c1ccc(SC)cc1)C(O)C1CCC(F)(F)CC1COCc1ccccc1. As a reaction SMILES: [CH2:27]([c:28]1[cH:29][cH:30][cH:31][cH:32][cH:33]1)[O:34][CH2:35][CH:36]1[CH:37]([CH:44]=[O:45])[CH2:38][CH2:39][C:40]([F:42])([F:43])[CH2:41]1.[CH2:48]1[O:49][CH2:50][CH2:51][CH2:52]1.[CH3:13][S:14][c:15]1[cH:16][cH:17][c:18]([CH2:21][C:22](=[O:23])[O:24][CH2:25][CH3:26])[cH:19][cH:20]1.[CH3:1][CH2:2][CH2:3][CH2:4][Li:5].[CH:6]([NH:7][CH:8]([CH3:9])[CH3:10])([CH3:11])[CH3:12].[Cl-:46].[NH4+:47]>>[CH3:13][S:14][c:15]1[cH:16][cH:17][c:18]([CH:21]([C:22](=[O:23])[O:24][CH2:25][CH3:26])[CH:44]([CH:37]2[CH:36]([CH2:35][O:34][CH2:27][c:28]3[cH:29][cH:30][cH:31][cH:32][cH:33]3)[CH2:41][C:40]([F:42])([F:43])[CH2:39][CH2:38]2)[OH:45])[cH:19][cH:20]1. The reactants are C(C1=CC=CC=C1)N1CC(C(C1)C1=CC(=C(C=C1)Cl)Cl)C(C)O ((SR)-1-[(3SR,4RS)-1-benzyl-4-(3,4-dichloro-phenyl)-pyrrolidin-3-yl]-ethanol), C1=CC=C(C=C1)P(C2=CC=CC=C2)C3=CC=CC=C3 (PPh3), C1=CC=C(C=C1)COC(=O)/N=N/C(=O)OCC2=CC=CC=C2 (DBAD), ClC=1C=CC(=NC1)O (5-chloro-pyridin-2-ol). Run in C1CCOC1 (THF). The product is C(C1=CC=CC=C1)N1CC(C(C1)C1=CC(=C(C=C1)Cl)Cl)C(C)OC1=NC=C(C=C1)Cl (2-{(RS)-1-[(3SR,4RS)-1-Benzyl-4-(3,4-dichloro-phenyl)-pyrrolidin-3-yl]-ethoxy}-5-chloro-pyridine). Isolated yield 86.5%. As a reaction SMILES: C1C=CC(P(C2C=CC=CC=2)C2C=CC=CC=2)=CC=1.[Cl:20][C:21]1[CH:22]=[CH:23][C:24]([OH:27])=[N:25][CH:26]=1.C1C=CC(COC(/N=N/C(OCC2C=CC=CC=2)=O)=O)=CC=1.[CH2:50]([N:57]1[CH2:61][CH:60]([C:62]2[CH:67]=[CH:66][C:65]([Cl:68])=[C:64]([Cl:69])[CH:63]=2)[CH:59]([CH:70](O)[CH3:71])[CH2:58]1)[C:51]1[CH:56]=[CH:55][CH:54]=[CH:53][CH:52]=1>C1COCC1>[CH2:50]([N:57]1[CH2:61][CH:60]([C:62]2[CH:67]=[CH:66][C:65]([Cl:68])=[C:64]([Cl:69])[CH:63]=2)[CH:59]([CH:70]([O:27][C:24]2[CH:23]=[CH:22][C:21]([Cl:20])=[CH:26][N:25]=2)[CH3:71])[CH2:58]1)[C:51]1[CH:52]=[CH:53][CH:54]=[CH:55][CH:56]=1. Reported procedure: To a suspension of PPh3 (PPh3 polymer bound, 3 mmol PPh3/g resin) (3.14 g, 9.4 mmol) in THF (70 mL) at 0° C. were added 5-chloro-pyridin-2-ol (0.832 g, 6.42 mmol) and then DBAD (1.578 g, 6.85 mmol). After 5 minutes was added (SR)-1-[(3SR,4RS)-1-benzyl-4-(3,4-dichloro-phenyl)-pyrrolidin-3-yl]-ethanol (X-B-1) (1.50 g, 4.28 mmol). The reaction mixture was stirred over night at RT, filtered on celite and concentrated under vacuo. Extraction with EtOAc/aq.NaOH 1M, followed by column chromatography (S... Reactants: FC(C1=CC=C(C=C1)N=C=O)(F)F (4-trifluoromethylphenyl isocyanate), N(=[N+]=[N-])[Si](C)(C)C (azidotrimethylsilane), CCCCCC (hexane). Solvent: C(C)(=O)OCC (ethyl acetate), C(C)(=O)OCC (ethyl acetate). Run at temperature 110 celsius. Product: FC(C1=CC=C(C=C1)N1N=NNC1=O)(F)F (1-(4-trifluoromethylphenyl)-5(1H,4H)-tetrazolone). The yield is 78.0%. Reaction SMILES: [F:1][C:2]([F:13])([F:12])[C:3]1[CH:8]=[CH:7][C:6]([N:9]=[C:10]=[O:11])=[CH:5][CH:4]=1.[N:14]([Si](C)(C)C)=[N+:15]=[N-:16].CCCCCC>C(OCC)(=O)C>[F:1][C:2]([F:12])([F:13])[C:3]1[CH:4]=[CH:5][C:6]([N:9]2[C:10](=[O:11])[NH:16][N:15]=[N:14]2)=[CH:7][CH:8]=1. Procedure: To 4-trifluoromethylphenyl isocyanate (2.89 ml, 20.2. mmol) was added 5.36 ml of azidotrimethylsilane (39.9 mmol), and the mixture was stirred at 110° C. for twenty-four hours. After cooling, the mixture was subjected to column chromatography using silicagel (eluate; ethyl acetate:hexane=1;1 to 2:1 to ethyl acetate) to collect a desired fraction to be concentrated. The crystals obtained were recrystallized from ethyl acetate-hexane to give 3.64 g of 1-(4-trifluoromethylphenyl)-5(1H,4H)-tetrazolo... The reactants are Cc1ccc(Br)cc1NC(=O)c1nc[nH]c1C(=O)Nc1nc2cccc(OC3CCNCC3)c2[nH]1, [BH3-]C#N, C=O, CC#N, CC(=O)O, [Na+]. Yields the product Cc1ccc(Br)cc1NC(=O)c1nc[nH]c1C(=O)Nc1nc2cccc(OC3CCN(C)CC3)c2[nH]1. Reaction SMILES: [Br:1][c:2]1[cH:3][cH:4][c:5]([CH3:35])[c:6]([NH:8][C:9](=[O:10])[c:11]2[n:12][cH:13][nH:14][c:15]2[C:16](=[O:17])[NH:18][c:19]2[n:20][c:21]3[c:22]([nH:23]2)[c:24]([O:28][CH:29]2[CH2:30][CH2:31][NH:32][CH2:33][CH2:34]2)[cH:25][cH:26][cH:27]3)[cH:7]1.[C:41]([BH3-:42])#[N:43].[CH2:39]=[O:40].[CH3:36][C:37]#[N:38].[CH3:45][C:46](=[O:47])[OH:48].[Na+:44]>>[Br:1][c:2]1[cH:3][cH:4][c:5]([CH3:35])[c:6]([NH:8][C:9](=[O:10])[c:11]2[n:12][cH:13][nH:14][c:15]2[C:16](=[O:17])[NH:18][c:19]2[n:20][c:21]3[c:22]([nH:23]2)[c:24]([O:28][CH:29]2[CH2:30][CH2:31][N:32]([CH3:36])[CH2:33][CH2:34]2)[cH:25][cH:26][cH:27]3)[cH:7]1. Reactants: CN(CCCN1CCC2=CC(=C(C=C2CC1=O)OC)OC)C[C@H]3CC4=C3C=C(C(=C4)OC)OC (Ivabradine), C(C(=O)O)(=O)O (oxalic acid). Solvent: C(C)(=O)OCC (ethyl acetate), CC(=O)C (acetone). Run at time 3.5 hour. Product: CN(CCCN1CCC2=CC(=C(C=C2CC1=O)OC)OC)C[C@H]3CC4=C3C=C(C(=C4)OC)OC.C(C(=O)[O-])(=O)[O-] (ivabradine oxalate). As a reaction SMILES: [CH3:1][N:2]([CH2:22][C@@H:23]1[C:26]2[CH:27]=[C:28]([O:33][CH3:34])[C:29]([O:31][CH3:32])=[CH:30][C:25]=2[CH2:24]1)[CH2:3][CH2:4][CH2:5][N:6]1[C:16](=[O:17])[CH2:15][C:14]2[C:9](=[CH:10][C:11]([O:20][CH3:21])=[C:12]([O:18][CH3:19])[CH:13]=2)[CH2:8][CH2:7]1.[C:35]([OH:40])(=[O:39])[C:36]([OH:38])=[O:37]>C(OCC)(=O)C.CC(C)=O>[CH3:1][N:2]([CH2:22][C@@H:23]1[C:26]2[CH:27]=[C:28]([O:33][CH3:34])[C:29]([O:31][CH3:32])=[CH:30][C:25]=2[CH2:24]1)[CH2:3][CH2:4][CH2:5][N:6]1[C:16](=[O:17])[CH2:15][C:14]2[C:9](=[CH:10][C:11]([O:20][CH3:21])=[C:12]([O:18][CH3:19])[CH:13]=2)[CH2:8][CH2:7]1.[C:35]([O-:40])(=[O:39])[C:36]([O-:38])=[O:37] |f:4.5|. Reported procedure: Ivabradine (44 g) was dissolved in ethyl acetate (700 ml) and to this oxalic acid (22 g) in acetone (50 ml) was added slowly and stirred for 3-4 hours at ambient temperature. The ivabradine oxalate, thus obtained was filtered, washed with ethyl acetate (100 ml) and recrystallized in acetonitrile (350 ml). XRD pattern shows that isolated ivabradine oxalate was crystalline in nature and depicted in FIG. 2. The reactants are S1C=C(C=C1)C=O (3-Thiophenecarbaldehyde), CNCCNC (N,N'-dimethylethylenediamine). Run in C1(=CC=CC=C1)C (toluene). Reaction conditions: time 16 hour. Yields the product CN1C(N(CC1)C)C1=CSC=C1 (1,3-dimethyl-2-(3-thienyl)imidazolidine). RXN SMILES: [S:1]1[CH:5]=[CH:4][C:3]([CH:6]=O)=[CH:2]1.[CH3:8][NH:9][CH2:10][CH2:11][NH:12][CH3:13]>C1(C)C=CC=CC=1>[CH3:8][N:9]1[CH2:10][CH2:11][N:12]([CH3:13])[CH:6]1[C:3]1[CH:4]=[CH:5][S:1][CH:2]=1. Procedure: 3-Thiophenecarbaldehyde (22.43 g) was dissolved in toluene (200 ml) and N,N'-dimethylethylenediamine (22.3 ml) was added. The mixture was stirred for 16 hours with removing azeotropic water under reflux by Dean-stark trap. The reaction mixture was concentrated under reduced pressure and the residue was distilled under reduced pressure to give 1,3-dimethyl-2-(3-thienyl)imidazolidine (5.88 g). Reactants: ClCCl, ClC(Cl)Cl, O=C(O)C(F)(F)F, [Na+], O=C([O-])O, CN(Cc1sc2c(=O)c(C(=O)NCc3ccc(Cl)cc3)cn(C)c2c1COCC[Si](C)(C)C)CC(O)c1cc2ccccc2o1. Product: CN(Cc1sc2c(=O)c(C(=O)NCc3ccc(Cl)cc3)cn(C)c2c1CO)CC(O)c1cc2ccccc2o1. RXN SMILES: [Cl:58][CH2:59][Cl:60].[Cl:61][CH:62]([Cl:63])[Cl:64].[F:51][C:52]([F:53])([F:54])[C:55]([OH:56])=[O:57].[Na+:50].[O-:46][C:47]([OH:48])=[O:49].[o:1]1[c:2]([CH:10]([CH2:11][N:12]([CH3:13])[CH2:14][c:15]2[c:16]([CH2:37][O:38][CH2:39][CH2:40][Si:41]([CH3:42])([CH3:43])[CH3:44])[c:17]3[n:18]([CH3:36])[cH:19][c:20]([C:25](=[O:26])[NH:27][CH2:28][c:29]4[cH:30][cH:31][c:32]([Cl:35])[cH:33][cH:34]4)[c:21](=[O:24])[c:22]3[s:23]2)[OH:45])[cH:3][c:4]2[c:5]1[cH:6][cH:7][cH:8][cH:9]2>>[o:1]1[c:2]([CH:10]([CH2:11][N:12]([CH3:13])[CH2:14][c:15]2[c:16]([CH2:37][OH:38])[c:17]3[n:18]([CH3:36])[cH:19][c:20]([C:25](=[O:26])[NH:27][CH2:28][c:29]4[cH:30][cH:31][c:32]([Cl:35])[cH:33][cH:34]4)[c:21](=[O:24])[c:22]3[s:23]2)[OH:45])[cH:3][c:4]2[c:5]1[cH:6][cH:7][cH:8][cH:9]2.